This data is from the Open Reaction Database (ORD), a public repository of structured organic reaction records. The task is: describe an organic reaction: reactants, conditions, products, and yield Starting materials: COC(C1=CN=C(C=C1)OCC=1C(=NOC1C)C1=CC(=CC=C1)F)=O (6-[3-(3-fluoro-phenyl)-5-methyl-isoxazol-4-ylmethoxy]-nicotinic acid methyl ester), N1CCOCC1 (morpholine). The product is FC=1C=C(C=CC1)C1=NOC(=C1COC1=CC=C(C=N1)C(=O)N1CCOCC1)C ({6-[3-(3-Fluoro-phenyl)-5-methyl-isoxazol-4-ylmethoxy]-pyridin-3-yl}-morpholin-4-yl-methanone). Yield: 50.0%. Reaction SMILES: CO[C:3](=[O:25])[C:4]1[CH:9]=[CH:8][C:7]([O:10][CH2:11][C:12]2[C:13]([C:18]3[CH:23]=[CH:22][CH:21]=[C:20]([F:24])[CH:19]=3)=[N:14][O:15][C:16]=2[CH3:17])=[N:6][CH:5]=1.[NH:26]1[CH2:31][CH2:30][O:29][CH2:28][CH2:27]1>>[F:24][C:20]1[CH:19]=[C:18]([C:13]2[C:12]([CH2:11][O:10][C:7]3[N:6]=[CH:5][C:4]([C:3]([N:26]4[CH2:31][CH2:30][O:29][CH2:28][CH2:27]4)=[O:25])=[CH:9][CH:8]=3)=[C:16]([CH3:17])[O:15][N:14]=2)[CH:23]=[CH:22][CH:21]=1. Procedure details: As described for example 90, 6-[3-(3-fluoro-phenyl)-5-methyl-isoxazol-4-ylmethoxy]-nicotinic acid methyl ester (103 mg, 0.3 mmol) was converted, using morpholine instead of cyclopropylmethylamine, to the title compound (60 mg, 50%) which was obtained as a colourless gum. MS: m/e=398.3 [M+H]+. Starting materials: ClC1(NN=C(C=C1)Cl)C(=O)O (3,6-dichloropyridazinecarboxylic acid), CN(C)C=O (DMF), C(C(=O)Cl)(=O)Cl (oxalyl chloride), COC=1C=C(CN)C=CC1OC (3,4-dimethoxybenzylamine), TEA. Reagents/catalysts: CN(C)C=1C=CN=CC1 (DMAP). Solvent: ClCCl (dichloromethane). Conditions: time 1 hour. The product is ClC=1N=NC(=CC1C(=O)NCC1=CC(=C(C=C1)OC)OC)Cl (3,6-dichloro-N-(3,4-dimethoxybenzyl)pyridazine-4-carboxamide). Reaction SMILES: [Cl:1][C:2]1(C(O)=O)[CH:7]=[CH:6][C:5]([Cl:8])=[N:4][NH:3]1.[CH3:12][N:13]([CH:15]=[O:16])C.C(Cl)(=O)C(Cl)=O.[CH3:23][O:24][C:25]1[CH:26]=[C:27]([CH:30]=[CH:31][C:32]=1[O:33][CH3:34])CN>ClCCl.CN(C1C=CN=CC=1)C>[Cl:8][C:5]1[N:4]=[N:3][C:2]([Cl:1])=[CH:7][C:6]=1[C:15]([NH:13][CH2:12][C:30]1[CH:27]=[CH:26][C:25]([O:24][CH3:23])=[C:32]([O:33][CH3:34])[CH:31]=1)=[O:16]. Procedure: To a solution of 3,6-dichloropyridazinecarboxylic acid (1-1, 2.0 g, 10.4 mmol, 1.0 equiv) in dichloromethane (26 mL) was added catalytic DMF (0.16 mL, 2.1 mmol, 0.2 equiv) and oxalyl chloride (1.81 mL, 20.7 mmol, 2.0 equiv) at 0° C. The reaction mixture was stirred for 1 hour and concentrated. The crude residue was dissolved in dichloromethane (26 mL) and to the reaction was added 3,4-dimethoxybenzylamine (3.12 mL, 20.7 mmol, 2.0 equiv), TEA (1.81 mL, 20.8 mmol, 2.0 equiv), and DMAP (1.81 mL, 20...